This data is from the Open Reaction Database (ORD), a public repository of structured organic reaction records. The task is: describe an organic reaction: reactants, conditions, products, and yield Starting materials: CN(C)CCC1CC2=CC=C(C=C2CC1)O ((+)-2-[2-(N,N-dimethylamino)ethyl]-6-hydroxytetralin), [H-].[Na+] (sodium hydride), ClCC=1OC2=C(C1)C=CC=C2 (2-chloromethylbenzofuran). The solvent is CN(C)C=O (DMF), C1CCOC1 (THF), O (water). Run at temperature 50 celsius, time 1 hour. Yields the product O1C(=CC2=C1C=CC=C2)COC=2C=C1CCC(CC1=CC2)CCN(C)C ((+)-6-(2-Benzofuranyl)methoxy-2-[2-(N,N-dimethylamino)ethyl]tetralin). The yield is 4.9%. As a reaction SMILES: [CH3:1][N:2]([CH2:4][CH2:5][CH:6]1[CH2:15][CH2:14][C:13]2[C:8](=[CH:9][CH:10]=[C:11]([OH:16])[CH:12]=2)[CH2:7]1)[CH3:3].[H-].[Na+].Cl[CH2:20][C:21]1[O:22][C:23]2[CH:29]=[CH:28][CH:27]=[CH:26][C:24]=2[CH:25]=1>CN(C=O)C.C1COCC1.O>[O:22]1[C:23]2[CH:29]=[CH:28][CH:27]=[CH:26][C:24]=2[CH:25]=[C:21]1[CH2:20][O:16][C:11]1[CH:12]=[C:13]2[C:8](=[CH:9][CH:10]=1)[CH2:7][CH:6]([CH2:5][CH2:4][N:2]([CH3:3])[CH3:1])[CH2:15][CH2:14]2 |f:1.2|. Procedure: To a solution of (+)-2-[2-(N,N-dimethylamino)ethyl]-6-hydroxytetralin (0.217 g) in DMF (5 ml) was added sodium hydride (60% in oil, 0.052 g) at room temperature. The reaction mixture was stirred at 50° C. for one hr and cooled to 0° C. A solution of 2-chloromethylbenzofuran (0.187 g) in THF (5 ml) was added to the solution. The reaction mixture was stirred at 0° C. for one hr, diluted with water, and extracted with ethyl acetate. The organic layer was washed with water and saturated aqueous sodi... Reactants: FC1=C(C=C(N)C=C1)C(F)(F)F (4-fluoro-3-(trifluoromethyl)aniline), O (H2O), NC=1N=CC2=C(N1)CCN(C2)C=2C=C(C(=O)O)C=CC2 (3-(2-amino-7,8-dihydropyrido[4,3-d]pyrimidin-6(5H)-yl)benzoic acid), C(=O)(N1C=NC=C1)N1C=NC=C1 (1,1′-Carbonyldiimidazole), FC1=C(C=C(N)C=C1)C(F)(F)F (4-fluoro-3-(trifluoromethyl)aniline). Run in [Cl-].[Na+].O (brine), CS(=O)C (DMSO). Conditions: time 5 minute. Yields the product NC=1N=CC2=C(N1)CCN(C2)C=2C=C(C(=O)NC1=CC(=C(C=C1)F)C(F)(F)F)C=CC2 (3-(2-amino-7,8-dihydropyrido[4,3-d]pyrimidin-6(5H)-yl)-N-[4-fluoro-3-(trifluoromethyl)phenyl]benzamide). Yield: 9.3%. Reaction SMILES: [NH2:1][C:2]1[N:3]=[CH:4][C:5]2[CH2:11][N:10]([C:12]3[CH:13]=[C:14]([CH:18]=[CH:19][CH:20]=3)[C:15](O)=[O:16])[CH2:9][CH2:8][C:6]=2[N:7]=1.C(N1C=CN=C1)(N1C=CN=C1)=O.[F:33][C:34]1[CH:40]=[CH:39][C:37]([NH2:38])=[CH:36][C:35]=1[C:41]([F:44])([F:43])[F:42].O>CS(C)=O.[Cl-].[Na+].O>[NH2:1][C:2]1[N:3]=[CH:4][C:5]2[CH2:11][N:10]([C:12]3[CH:13]=[C:14]([CH:18]=[CH:19][CH:20]=3)[C:15]([NH:38][C:37]3[CH:39]=[CH:40][C:34]([F:33])=[C:35]([C:41]([F:44])([F:42])[F:43])[CH:36]=3)=[O:16])[CH2:9][CH2:8][C:6]=2[N:7]=1 |f:5.6.7|. Procedure: A mixture of 3-(2-amino-7,8-dihydropyrido[4,3-d]pyrimidin-6(5H)-yl)benzoic acid (54 mg, 0.20 mmol) and 1,1′-Carbonyldiimidazole (36 mg, 0.22 mmol) in 3.0 mL DMSO was stirred at rt for 5 minutes, and then heated at 60° C. for 25 minutes. Then 4-fluoro-3-(trifluoromethyl)aniline (0.051 mL, 0.40 mmol) was added, and the reaction heated at 80° C. for 46 hours. Next, an additional 2 small drops of 4-fluoro-3-(trifluoromethyl)aniline was added and the reaction heated at 160° C. for 1.5 hours. Upon coo... The reactants are C(C)[Mg]Br (ethylmagnesium bromide), COC=1C=C2C=C(NC2=CC1)C (5-methoxy-2-methylindole), C(=O)(OC)CCC(=O)Cl (3-carbomethoxypropionyl chloride), [NH4+].[Cl-] (NH4Cl). The reagents and catalysts are [Cl-].[Zn+2].[Cl-] (zinc chloride). The solvent is CCOCC (ether), CCOCC (ether), CCOCC (ether), CCOCC (ether), ClCCl (dichloromethane). Reaction conditions: time 20 minute. Product: COC=1C=C2C(=C(NC2=CC1)C)C(CCC(=O)OC)=O (Methyl 4-(5-methoxy-2-methyl-1H-indol-3-yl)-4-oxobutanoate). As a reaction SMILES: C([Mg]Br)C.[CH3:5][O:6][C:7]1[CH:8]=[C:9]2[C:13](=[CH:14][CH:15]=1)[NH:12][C:11]([CH3:16])=[CH:10]2.[C:17]([CH2:21][CH2:22][C:23](Cl)=[O:24])([O:19][CH3:20])=[O:18].[NH4+].[Cl-]>CCOCC.[Cl-].[Zn+2].[Cl-].ClCCl>[CH3:5][O:6][C:7]1[CH:8]=[C:9]2[C:13](=[CH:14][CH:15]=1)[NH:12][C:11]([CH3:16])=[C:10]2[C:23](=[O:24])[CH2:22][CH2:21][C:17]([O:19][CH3:20])=[O:18] |f:3.4,6.7.8|. Procedure details: To a solution of ethylmagnesium bromide in ether (3.0M; 7.1 mL; aldrich) was added a solution of 5-methoxy-2-methylindole (3.29 g) in ether (18 mL) at r.t. After 20 min, addition of a solution of zinc chloride in ether (1M; 20.4 mL; aldrich) resulted in the formation of a thick yellow solid. The suspension was stirred mechanically for 30 min before the rapid addition of a solution of 3-carbomethoxypropionyl chloride (2.6 mL) in ether (10 mL). The resulting mixture was vigorously stirred at r.t. ...